This data is from the Open Reaction Database (ORD), a public repository of structured organic reaction records. The task is: describe an organic reaction: reactants, conditions, products, and yield The product is ClC=1C(=CC(=C(C(=O)NS(N(C)C)(=O)=O)C1)F)OCCCC1CCCC1 (5-chloro-4-(3-cyclopentylpropoxy)-N—(N,N-dimethylsulfamoyl)-2-fluorobenzamide), solid. The yield is 54.0%. As a reaction SMILES: ClC1C(F)=CC(F)=C(C=1)C(NS(C)(=O)=O)=O.[Cl:17][C:18]1[C:19](F)=[CH:20][C:21]([F:33])=[C:22]([CH:32]=1)[C:23]([NH:25][S:26](=[O:31])(=[O:30])[N:27]([CH3:29])[CH3:28])=[O:24].[C:35]12([CH2:45][OH:46])[CH2:44][CH:39]3[CH2:40][CH:41]([CH2:43][CH:37](C3)C1)C2.C1(CCCO)CCCC1>>[Cl:17][C:18]1[C:19]([O:46][CH2:45][CH2:35][CH2:44][CH:39]2[CH2:40][CH2:41][CH2:43][CH2:37]2)=[CH:20][C:21]([F:33])=[C:22]([CH:32]=1)[C:23]([NH:25][S:26](=[O:31])(=[O:30])[N:27]([CH3:29])[CH3:28])=[O:24]. Procedure details: Following the procedure as described in Example 8 and making variations as required to replace 5-chloro-2,4-difluoro-N-(methylsulfonyl)benzamide with 5-chloro-N—(N,N-dimethylsulfamoyl)-2,4-difluorobenzamide and adamantan-1-ylmethanol with 3-cyclopentylpropan-1-ol, the title compound was obtained as a colorless solid (0.22 g, 54%): 1H NMR (300 MHz, DMSO-d6) δ 11.75 (s, 1H), 7.73 (d, J=7.5 Hz, 1H), 7.23 (d, J=12.4 Hz, 1H), 4.14 (t, J=6.4 Hz, 2H), 2.87 (s, 6H), 1.86-1.70 (m, 5H), 1.64-1.40 (m, 6H),... The reactants are C12(CC3CC(CC(C1)C3)C2)CO (adamantan-1-ylmethanol), C1(CCCC1)CCCO (3-cyclopentylpropan-1-ol), ClC=1C(=CC(=C(C(=O)NS(=O)(=O)C)C1)F)F (5-chloro-2,4-difluoro-N-(methylsulfonyl)benzamide), ClC=1C(=CC(=C(C(=O)NS(N(C)C)(=O)=O)C1)F)F (5-chloro-N—(N,N-dimethylsulfamoyl)-2,4-difluorobenzamide). Reactants: NC1=C(C(=O)O)C=CC=C1 (2-aminobenzoic acid), CC1CCC(CC1)=O (4-methylcyclohexanone), P(=O)(Cl)(Cl)Cl (phosphorus oxychloride). Yields the product ClC=1C2=CC=CC=C2N=C2CCC(CC12)C (9-chloro-2-methyl-1,2,3,4-tetrahydroacridine). The yield is 40.0%. RXN SMILES: [NH2:1][C:2]1[CH:10]=[CH:9][CH:8]=[CH:7][C:3]=1[C:4](O)=O.[CH3:11][CH:12]1[CH2:17][CH2:16][C:15](=O)[CH2:14][CH2:13]1.P(Cl)(Cl)([Cl:21])=O>>[Cl:21][C:4]1[C:3]2[C:2]([N:1]=[C:15]3[C:16]=1[CH2:17][CH:12]([CH3:11])[CH2:13][CH2:14]3)=[CH:10][CH:9]=[CH:8][CH:7]=2. Procedure: 1.37 g (10 mmol) of 2-aminobenzoic acid and 1.23 ml (10 mmol) of 4-methylcyclohexanone were dissolved in 10 ml of phosphorus oxychloride and the reaction mixture was heated under reflux in a nitrogen atmosphere. After 3 h most of the phosphorus oxychloride was removed under vacuum. The remaining brown syrup was poured into a cold sodium bicarbonate (sat.) solution and washed once with chloroform. The yellow precipitate forming in the basic water solution was filtered (2-methyl-1,2,3,4-tetrahydro... The reactants are CN(C=O)C (Dimethylformamide), FC(C=1C=C(C=CC1)C(C=C)O)(F)F (1-[3-(trifluoromethyl)phenyl]prop-2-en-1-ol), S(=O)(Cl)Cl (thionyl chloride). The solvent is ClCCl (dichloromethane). Conditions: time 7.5 minute. Yields the product ClC(C=C)C1=CC(=CC=C1)C(F)(F)F (1-(1-chloroprop-2-en-1-yl)-3-(trifluoromethyl)benzene). Reaction SMILES: CN(C)C=O.[F:6][C:7]([F:19])([F:18])[C:8]1[CH:9]=[C:10]([CH:14](O)[CH:15]=[CH2:16])[CH:11]=[CH:12][CH:13]=1.S(Cl)([Cl:22])=O>ClCCl>[Cl:22][CH:14]([C:10]1[CH:11]=[CH:12][CH:13]=[C:8]([C:7]([F:19])([F:18])[F:6])[CH:9]=1)[CH:15]=[CH2:16]. Procedure: Dimethylformamide (5 mL) was added to a solution of 1-[3-(trifluoromethyl)phenyl]prop-2-en-1-ol (50 g) in dichloromethane (500 mL) at 0 to 5° C. The reaction mixture was stirred for 5-10 min at room temperature. The reaction mixture was cooled at 0 to 5° C. and thionyl chloride (44.26 g) was added slowly maintaining the temperature at 0 to 5° C. The reaction mixture was stirred at 0 to 5° C. for 1-2 hours. After completion of the reaction, the mixture was quenched slowly with ice-chilled de-ioni... The reactants are solution, Cl (hydrogen chloride), C(C)(C)(C)OC(=O)N(C1C=2C=CC(=NC2CCC1)C(=O)OCC)CCC1=C(C=CC=C1)OCC1=CC=C(C=C1)CCC1=CC=C(C=C1)C(F)(F)F (Ethyl 5-[(tert-butoxycarbonyl)(2-{2-[(4-{2-[4-(trifluoromethyl)phenyl]ethyl}benzyl)oxy]phenyl}-ethyl)amino]-5,6,7,8-tetrahydroquinoline-2-carboxylate). Run in O1CCOCC1 (dioxane). Run at time 2 hour. Product: Cl.Cl.FC(C1=CC=C(C=C1)CCC1=CC=C(COC2=C(C=CC=C2)CCNC2C=3C=CC(=NC3CCC2)C(=O)OCC)C=C1)(F)F (Ethyl 5-[(2-{2-[(4-{2-[4-(trifluoromethyl)phenyl]ethyl}benzyl)oxy]phenyl}ethyl)amino]-5,6,7,8-tetrahydroquinoline-2-carboxylate dihydrochloride). RXN SMILES: [ClH:1].C(OC([N:9]([CH2:25][CH2:26][C:27]1[CH:32]=[CH:31][CH:30]=[CH:29][C:28]=1[O:33][CH2:34][C:35]1[CH:40]=[CH:39][C:38]([CH2:41][CH2:42][C:43]2[CH:48]=[CH:47][C:46]([C:49]([F:52])([F:51])[F:50])=[CH:45][CH:44]=2)=[CH:37][CH:36]=1)[CH:10]1[CH2:19][CH2:18][CH2:17][C:16]2[N:15]=[C:14]([C:20]([O:22][CH2:23][CH3:24])=[O:21])[CH:13]=[CH:12][C:11]1=2)=O)(C)(C)C>O1CCOCC1>[ClH:1].[ClH:1].[F:52][C:49]([F:50])([F:51])[C:46]1[CH:45]=[CH:44][C:43]([CH2:42][CH2:41][C:38]2[CH:39]=[CH:40][C:35]([CH2:34][O:33][C:28]3[CH:29]=[CH:30][CH:31]=[CH:32][C:27]=3[CH2:26][CH2:25][NH:9][CH:10]3[CH2:19][CH2:18][CH2:17][C:16]4[N:15]=[C:14]([C:20]([O:22][CH2:23][CH3:24])=[O:21])[CH:13]=[CH:12][C:11]3=4)=[CH:36][CH:37]=2)=[CH:48][CH:47]=1 |f:3.4.5|. Procedure: 12 ml of a 4 N solution of hydrogen chloride in dioxane were added to 1100 mg (1.57 mmol) of ethyl 5-[(tert-butoxycarbonyl)(2-{2-[(4-{2-[4-(trifluoromethyl)phenyl]ethyl}benzyl)oxy]phenyl}-ethyl)amino]-5,6,7,8-tetrahydroquinoline-2-carboxylate (Enantiomer 2, Example 153A), and the mixture was stirred at room temperature for 2 h. The reaction mixture was then concentrated to dryness. This gave 1045 mg of the target product which was reacted further without further analytical characterization. Reactants: [Mg] (magnesium), BrC1=CC(=C(C=C1)Cl)Cl (1-bromo-3,4-dichlorobenzene), CN1CCC=C(C1)C(=O)OC (arecoline), Cl (HCl). The solvent is C(C)OCC (diethyl ether), C(C)OCC (diethyl ether), C1(=CC=CC=C1)C (toluene). Run at temperature -40 celsius, time 6 hour. The product is COC(=O)[C@@H]1CN(CC[C@@H]1C1=CC(=C(C=C1)Cl)Cl)C ((±)-Cis-1-methyl-4-(3,4-dichlorophenyl)-piperidine-3-carboxylic acid methyl ester), COC(=O)[C@@H]1CN(CC[C@H]1C1=CC(=C(C=C1)Cl)Cl)C ((±)-Trans-1-methyl-4-(3,4-dichlorophenyl)-piperidine-3-carboxylic acid methyl ester). The yield is 10.0%. As a reaction SMILES: [Mg].Br[C:3]1[CH:8]=[CH:7][C:6]([Cl:9])=[C:5]([Cl:10])[CH:4]=1.[CH3:11][N:12]1[CH2:17][C:16]([C:18]([O:20][CH3:21])=[O:19])=[CH:15][CH2:14][CH2:13]1.Cl>C(OCC)C.C1(C)C=CC=CC=1>[CH3:21][O:20][C:18]([C@H:16]1[C@@H:15]([C:3]2[CH:8]=[CH:7][C:6]([Cl:9])=[C:5]([Cl:10])[CH:4]=2)[CH2:14][CH2:13][N:12]([CH3:11])[CH2:17]1)=[O:19].[CH3:21][O:20][C:18]([C@H:16]1[C@H:15]([C:3]2[CH:8]=[CH:7][C:6]([Cl:9])=[C:5]([Cl:10])[CH:4]=2)[CH2:14][CH2:13][N:12]([CH3:11])[CH2:17]1)=[O:19]. Reported procedure: A stirred suspension of magnesium turnings (3.4 g, 142 mmol) in diethyl ether (20 ml) was added a solution of 1-bromo-3,4-dichlorobenzene (29 g, 130 mmol) in diethyl ether (150 ml). The mixture was heated at reflux for 20 minutes and then cooled at −40° C. A solution of arecoline (10 g, 65 mmol) in toluene (100 ml) was added slowly while keeping the internal temperature between −40° C. and −30° C. The reaction mixture was stirred at −20° C. for 6 hours and then added 4 N HCl (50 ml). The phases ... Starting materials: [BH4-].[Li+] (lithium borohydride), N1C(CCC1)C(=O)C1=CNC2=CC=CC=C12 (3-(pyrrolidin-2-ylcarbonyl)-1H-indole), O (water), O.O.O.O.O.O.O.O.O.O.S(=O)(=O)([O-])[O-].[Na+].[Na+] (sodium sulfate decahydrate). Solvent: O1CCCC1 (tetrahydrofuran), O1CCCC1 (tetrahydrofuran), C(C)(=O)OCC (ethyl acetate). Conditions: time 4 hour. The product is N1C(CCC1)CC1=CNC2=CC=CC=C12 (3-(pyrrolidin-2-ylmethyl)-1H-indole). As a reaction SMILES: [BH4-].[Li+].[NH:3]1[CH2:7][CH2:6][CH2:5][CH:4]1[C:8]([C:10]1[C:18]2[C:13](=[CH:14][CH:15]=[CH:16][CH:17]=2)[NH:12][CH:11]=1)=O.O.O.O.O.O.O.O.O.O.O.S([O-])([O-])(=O)=O.[Na+].[Na+].O>O1CCCC1.C(OCC)(=O)C>[NH:3]1[CH2:7][CH2:6][CH2:5][CH:4]1[CH2:8][C:10]1[C:18]2[C:13](=[CH:14][CH:15]=[CH:16][CH:17]=2)[NH:12][CH:11]=1 |f:0.1,3.4.5.6.7.8.9.10.11.12.13.14.15|. Reported procedure: To a stirred solution of lithium borohydride (0.33 g, 15.2 mmol, 3.0 eq) in anhydrous tetrahydrofuran (10 mL) under nitrogen was added dropwise a solution of the 3-(pyrrolidin-2-ylcarbonyl)-1H-indole (10 mmol) in anhydrous tetrahydrofuran (40 mL). The resulting reaction solution was heated at reflux under nitrogen for a time depending on the substrate. The reaction was then cooled, and sodium sulfate decahydrate (approximately 25 g) was added slowly with caution, followed by water (1 mL), and et... The reactants are OO (H2O2), [Si](C)(C)(C(C)(C)C)OCC1CC2=CC3=C(N=C(N=[N+]3[O-])CC)C=C2C1 (7-({[tert-Butyl(dimethyl)silyl]oxy}methyl)-3-ethyl-7,8-dihydro-6H-indeno[5,6-e][1,2,4]triazine 1-Oxide), CC(=O)O (HOAc), O (water). Run in CO (MeOH), CCN(CC)CC (Et3N). Reaction conditions: temperature 80 celsius, time 20 hour. The product is C(C)C=1N=[N+](C2=C([N+]1[O-])C=C1CC(CC1=C2)CO)[O-] ((3-Ethyl-1,4-dioxido-7,8-dihydro-6H-indeno[5,6-e][1,2,4]triazin-7-yl)methanol). Yield: 18.0%. As a reaction SMILES: OO.[Si]([O:10][CH2:11][CH:12]1[CH2:27][C:26]2[C:14](=[CH:15][C:16]3[N+:21]([O-:22])=[N:20][C:19]([CH2:23][CH3:24])=[N:18][C:17]=3[CH:25]=2)[CH2:13]1)(C(C)(C)C)(C)C.CC(O)=[O:30].O>CO.CCN(CC)CC>[CH2:23]([C:19]1[N:20]=[N+:21]([O-:22])[C:16]2[CH:15]=[C:14]3[C:26]([CH2:27][CH:12]([CH2:11][OH:10])[CH2:13]3)=[CH:25][C:17]=2[N+:18]=1[O-:30])[CH3:24]. Procedure details: H2O2 (70%, 1.5 mL, ca. 30.0 mmol) was added dropwise to a stirred solution of 1-oxide 135 (273 mg, 0.76 mmol) and HOAc (6 mL) at 50° C. and the reaction was stirred at 80° C. for 20 h. The mixture was cooled, water (50 mL) was added and the mixture was extracted with DCM (5×50 mL). The combined organic fraction was dried and the solvent evaporated to give a yellow oil which was treated with Et3N (3 mL) in MeOH (20 mL) at 20° C. for 66 h. The solvent was evaporated and the residue was purified by... Reactants: C(#N)C1=CC2=CC[C@H]3[C@@H]4CC[C@@H]([C@@]4(C)CC[C@@H]3[C@]2(CC1)C)C(SC1=NC=CC=C1)=O (S-2-pyridyl 3-cyanoandrosta-3,5-diene-17β-thiocarboxylate), COC=1C=C(C=CC1)C(C)(C)N (1-(3-methoxyphenyl)-1-methylethylamine). The product is COC=1C=C(C=CC1)C(C)(C)NC(=O)[C@@H]1[C@]2(C)[C@@H](CC1)[C@@H]1CC=C3C=C(CC[C@]3(C)[C@H]1CC2)C#N (N-[1-[3-Methoxyphenyl)-1-methylethyl]-3-cyanoandrosta-3,5-diene-17β-carboxamide). The yield is 64.0%. RXN SMILES: [C:1]([C:3]1[CH2:20][CH2:19][C@@:18]2([CH3:21])[C:5](=[CH:6][CH2:7][C@@H:8]3[C@@H:17]2[CH2:16][CH2:15][C@@:13]2([CH3:14])[C@H:9]3[CH2:10][CH2:11][C@@H:12]2[C:22](=[O:30])SC2C=CC=CN=2)[CH:4]=1)#[N:2].[CH3:31][O:32][C:33]1[CH:34]=[C:35]([C:39]([NH2:42])([CH3:41])[CH3:40])[CH:36]=[CH:37][CH:38]=1>>[CH3:31][O:32][C:33]1[CH:34]=[C:35]([C:39]([NH:42][C:22]([C@H:12]2[CH2:11][CH2:10][C@H:9]3[C@H:8]4[C@H:17]([CH2:16][CH2:15][C@:13]23[CH3:14])[C@:18]2([CH3:21])[C:5]([CH:4]=[C:3]([C:1]#[N:2])[CH2:20][CH2:19]2)=[CH:6][CH2:7]4)=[O:30])([CH3:40])[CH3:41])[CH:36]=[CH:37][CH:38]=1. Procedure: Following a procedure similar to that described in Example 3(b), but using S-2-pyridyl 3-cyanoandrosta-3,5-diene-17β-thiocarboxylate [prepared as described in Example 3(a)] and 1-(3-methoxyphenyl)-1-methylethylamine (prepared as described in Preparation 10b) as starting materials, in relative proportions similar to those used in that Example, the title compound was obtained in a yield of 64%.